From a dataset of the Open Reaction Database (ORD), a public repository of structured organic reaction records. describe an organic reaction: reactants, conditions, products, and yield Starting materials: C(C)(C)C1=NN(C=C1)C1=NC2=C(C(=CC=C2C(=C1)OC1CC2C(N(CCCCC=CC3CC3(NC(C2C1)=O)C(=O)O)C)=O)OC)C (17-[2-(3-isopropylpyrazol-1-yl)-7-methoxy-8-methylquinolin-4-yl-oxy]-13-methyl-2,14-dioxo-3,13-diazatricyclo[13.3.0.04,6]octadec-7-ene-4-carboxylic acid), C1(CC1)S(=O)(=O)N (cyclopropylsulfonamide), ClC=1C(=CC=C2C(=CC(=NC12)C=1SC=C(N1)C(C)C)OC1CC2C(N(CCCCC=CC3CC3(NC(C2C1)=O)C(=O)NS(=O)(=O)C1CC1)C)=O)OC (N-[17-[8-chloro-2-(4-isopropylthiazole-2-yl)-7-methoxyquinolin-4-yloxy]-13-methyl-2,14-dioxo-3,13-diazatricyclo[13.3.0.04,6]-octadec-7-ene-4-carbonyl](cyclopropyl)sulfonamide). The product is C(C)(C)C1=NN(C=C1)C1=NC2=C(C(=CC=C2C(=C1)OC1CC2C(N(CCCCC=CC3CC3(NC(C2C1)=O)C(=O)NS(=O)(=O)C1CC1)C)=O)OC)C (N-[17-[2-(3-isopropylpyrazol-1-yl)-7-methoxy-8-methyl-quinolin-4-yloxy]-13-methyl-2,14-dioxo-3,13-diazatricyclo[13.3.0.04,6]octadec-7-ene-4-carbonyl](cyclopropyl)sulfonamide). Reaction SMILES: [CH:1]([C:4]1[CH:8]=[CH:7][N:6]([C:9]2[CH:18]=[C:17]([O:19][CH:20]3[CH2:37][CH:36]4[CH:22]([C:23](=[O:43])[N:24]([CH3:42])[CH2:25][CH2:26][CH2:27][CH2:28][CH:29]=[CH:30][CH:31]5[C:33]([C:39](O)=[O:40])([NH:34][C:35]4=[O:38])[CH2:32]5)[CH2:21]3)[C:16]3[C:11](=[C:12]([CH3:46])[C:13]([O:44][CH3:45])=[CH:14][CH:15]=3)[N:10]=2)[N:5]=1)([CH3:3])[CH3:2].[CH:47]1([S:50]([NH2:53])(=[O:52])=[O:51])[CH2:49][CH2:48]1.ClC1C(OC)=CC=C2C=1N=C(C1SC=C(C(C)C)N=1)C=C2OC1CC2C(C(=O)N(C)CCCCC=CC3C(C(NS(C4CC4)(=O)=O)=O)(NC2=O)C3)C1>>[CH:1]([C:4]1[CH:8]=[CH:7][N:6]([C:9]2[CH:18]=[C:17]([O:19][CH:20]3[CH2:37][CH:36]4[CH:22]([C:23](=[O:43])[N:24]([CH3:42])[CH2:25][CH2:26][CH2:27][CH2:28][CH:29]=[CH:30][CH:31]5[C:33]([C:39]([NH:53][S:50]([CH:47]6[CH2:49][CH2:48]6)(=[O:52])=[O:51])=[O:40])([NH:34][C:35]4=[O:38])[CH2:32]5)[CH2:21]3)[C:16]3[C:11](=[C:12]([CH3:46])[C:13]([O:44][CH3:45])=[CH:14][CH:15]=3)[N:10]=2)[N:5]=1)([CH3:3])[CH3:2]. Reported procedure: The title compound was prepared from 17-[2-(3-isopropylpyrazol-1-yl)-7-methoxy-8-methylquinolin-4-yloxy]-13-methyl-2,14-dioxo-3,13-diazatricyclo[13.3.0.04,6]octadec-7-ene-4-carboxylic acid (65) and cyclopropylsulfonamide following the procedure reported for the preparation of N-[17-[8-chloro-2-(4-isopropylthiazole-2-yl)-7-methoxyquinolin-4-yloxy]-13-methyl-2,14-dioxo-3,13-diazatricyclo[13.3.0.04,6]-octadec-7-ene-4-carbonyl](cyclopropyl)sulfonamide (56): m/z=733 (M+H)+. 1H NMR (CDCl3): 0.80-1.50 ... The reactants are C#CC(=O)OC, [Li]CCCC, Cc1ccc(C=O)cc1, [Cl-], [NH4+], C1CCOC1. The product is COC(=O)C#CC(O)c1ccc(C)cc1. RXN SMILES: [C:1]([C:2]#[CH:3])(=[O:4])[O:5][CH3:6].[CH2:7]([Li:8])[CH2:9][CH2:10][CH3:11].[CH3:12][c:13]1[cH:14][cH:15][c:16]([CH:17]=[O:18])[cH:19][cH:20]1.[Cl-:21].[NH4+:22].[O:23]1[CH2:24][CH2:25][CH2:26][CH2:27]1>>[C:1]([C:2]#[C:3][CH:17]([c:16]1[cH:15][cH:14][c:13]([CH3:12])[cH:20][cH:19]1)[OH:18])(=[O:4])[O:5][CH3:6]. As a reaction SMILES: [C:12]([CH3:13])(=[O:14])[O:15][CH:16]1[CH:17]([Br:30])[S:18][CH2:19][CH:20]([O:26][C:27]([CH3:28])=[O:29])[CH:21]1[O:22][C:23]([CH3:24])=[O:25].[C:1](#[N:2])[c:3]1[cH:4][c:5]([C:6]#[N:7])[cH:8][cH:9][c:10]1[SH:11].[O:31]=[Zn:32]>>[C:1](#[N:2])[c:3]1[cH:4][c:5]([C:6]#[N:7])[cH:8][cH:9][c:10]1[S:11][CH:17]1[CH:16]([O:15][C:12]([CH3:13])=[O:14])[CH:21]([O:22][C:23]([CH3:24])=[O:25])[CH:20]([O:26][C:27]([CH3:28])=[O:29])[CH2:19][S:18]1. Reactants: CC(=O)OC1CSC(Br)C(OC(C)=O)C1OC(C)=O, N#Cc1ccc(S)c(C#N)c1, O=[Zn]. Product: CC(=O)OC1CSC(Sc2ccc(C#N)cc2C#N)C(OC(C)=O)C1OC(C)=O.